Dataset: the Open Reaction Database (ORD), a public repository of structured organic reaction records. Task: describe an organic reaction: reactants, conditions, products, and yield Reactants: BrCC(=O)OC(C)(C)C (Tert-butyl bromoacetate), OCC=1C(=C(C=CC1)O)C (3-hydroxymethyl-2-methylphenol), C([O-])([O-])=O.[K+].[K+] (potassium carbonate). The solvent is CC(=O)C (acetone). Product: C(C)(C)(C)OC(COC1=C(C(=CC=C1)CO)C)=O ((3-hydroxymethyl-2-methylphenoxy)acetic acid tert-butyl ester). The yield is 94.2%. As a reaction SMILES: Br[CH2:2][C:3]([O:5][C:6]([CH3:9])([CH3:8])[CH3:7])=[O:4].[OH:10][CH2:11][C:12]1[C:13]([CH3:19])=[C:14]([OH:18])[CH:15]=[CH:16][CH:17]=1.C(=O)([O-])[O-].[K+].[K+]>CC(C)=O>[C:6]([O:5][C:3](=[O:4])[CH2:2][O:18][C:14]1[CH:15]=[CH:16][CH:17]=[C:12]([CH2:11][OH:10])[C:13]=1[CH3:19])([CH3:9])([CH3:8])[CH3:7] |f:2.3.4|. Reported procedure: Tert-butyl bromoacetate (75 g, 385 mmol) was added to a solution/suspension of 3-hydroxymethyl-2-methylphenol (46.6 g, 337 mmol) and finely powdered potassium carbonate (60 g) in acetone (500 mL). The mixture was heated at reflux for about 40 hours or until the reaction was complete. The solids were filtered, and the liquid residue was evaporated. Purification of the residue by silica gel chromatography, eluting with acetone/hexane, gave (3-hydroxymethyl-2-methylphenoxy)acetic acid tert-butyl es... Starting materials: C(C)(C)(C)OC(=O)N1CCN(CC1)C1=CC(=CC=C1)NC1=NN2C(C(=CC=C2)C2=CC=C(C=C2)S(=O)(=O)C)=N1 (4-{3-[8-(4-Methanesulfonyl-phenyl)-[1,2,4]triazolo[1,5-a]pyridin-2-ylamino]-phenyl}-piperazine-1-carboxylic acid tert-butyl ester), FC(C(=O)O)(F)F (trifluoroacetic acid). The solvent is ClCCl (dichloromethane), C([O-])([O-])=O.[Na+].[Na+] (sodium carbonate), ClCCl (dichloromethane). Conditions: time 6 hour. Yields the product CS(=O)(=O)C1=CC=C(C=C1)C=1C=2N(C=CC1)N=C(N2)NC2=CC(=CC=C2)N2CCNCC2 ([8-(4-Methanesulfonyl-phenyl)-[1,2,4]triazolo[1,5-a]pyridin-2-yl]-(3-piperazin-1-yl-phenyl)-amine), foam. Isolated yield 82.0%. As a reaction SMILES: C(OC([N:8]1[CH2:13][CH2:12][N:11]([C:14]2[CH:19]=[CH:18][CH:17]=[C:16]([NH:20][C:21]3[N:39]=[C:24]4[C:25]([C:29]5[CH:34]=[CH:33][C:32]([S:35]([CH3:38])(=[O:37])=[O:36])=[CH:31][CH:30]=5)=[CH:26][CH:27]=[CH:28][N:23]4[N:22]=3)[CH:15]=2)[CH2:10][CH2:9]1)=O)(C)(C)C.FC(F)(F)C(O)=O>ClCCl.C(=O)([O-])[O-].[Na+].[Na+]>[CH3:38][S:35]([C:32]1[CH:33]=[CH:34][C:29]([C:25]2[C:24]3[N:23]([N:22]=[C:21]([NH:20][C:16]4[CH:17]=[CH:18][CH:19]=[C:14]([N:11]5[CH2:12][CH2:13][NH:8][CH2:9][CH2:10]5)[CH:15]=4)[N:39]=3)[CH:28]=[CH:27][CH:26]=2)=[CH:30][CH:31]=1)(=[O:36])=[O:37] |f:3.4.5|. Procedure details: To a solution of 4-{3-[8-(4-Methanesulfonyl-phenyl)-[1,2,4]triazolo[1,5-a]pyridin-2-ylamino]-phenyl}-piperazine-1-carboxylic acid tert-butyl ester (250.0 mg, 0.4556 mmol) in dichloromethane (1 mL) was added dropwise trifluoroacetic acid (0.40 mL, 5.2 mmol) and the mixture was stirred at room temperature for 6 hours. The mixture was diluted with dichloromethane (20 mL) and saturated aqueous sodium carbonate (10 mL) was added dropwise. The mixture was stirred for 30 minutes. The layers were separa... Reactants: CC1(OCCO1)C=1SC(=CN1)CN1N=CC(=N1)N (2-[2-(2-methyl-[1,3]dioxolan-2-yl)-thiazol-5-ylmethyl]-2H-[1,2,3]triazol-4-ylamine), C1(=CC=CC=C1)C1=C(N=CO1)C(=O)O (5-phenyl-oxazole-4-carboxylic acid). The product is C(C)(=O)C=1SC(=CN1)CN1N=CC(=N1)NC(=O)C=1N=COC1C1=CC=CC=C1 (5-Phenyl-oxazole-4-carboxylic acid [2-(2-acetyl-thiazol-5-ylmethyl)-2H-[1,2,3]triazol-4-yl]-amide). RXN SMILES: [CH3:1][C:2]1([C:7]2[S:8][C:9]([CH2:12][N:13]3[N:17]=[C:16]([NH2:18])[CH:15]=[N:14]3)=[CH:10][N:11]=2)[O:6]CCO1.[C:19]1([C:25]2[O:29][CH:28]=[N:27][C:26]=2[C:30](O)=[O:31])[CH:24]=[CH:23][CH:22]=[CH:21][CH:20]=1>>[C:2]([C:7]1[S:8][C:9]([CH2:12][N:13]2[N:17]=[C:16]([NH:18][C:30]([C:26]3[N:27]=[CH:28][O:29][C:25]=3[C:19]3[CH:20]=[CH:21][CH:22]=[CH:23][CH:24]=3)=[O:31])[CH:15]=[N:14]2)=[CH:10][N:11]=1)(=[O:6])[CH3:1]. Procedure details: Following general procedure A followed by B, starting from 2-[2-(2-methyl-[1,3]dioxolan-2-yl)-thiazol-5-ylmethyl]-2H-[1,2,3]triazol-4-ylamine and 5-phenyl-oxazole-4-carboxylic acid. Starting materials: C(O)([O-])=O.[Na+] (sodium hydrogen carbonate), Cl.C(C)NCC(=O)O (ethyl glycine hydrochloride), O (water), FC1=C(C=C(C=O)C=C1)[N+](=O)[O-] (4-fluoro-3-nitrobenzaldehyde). Solvent: C(C)O (ethanol). Reaction conditions: time 48 hour. Product: C(C)N(CC(=O)O)C1=C(C=C(C=C1)C=O)[N+](=O)[O-] (ethyl N-(4-formyl-2-nitrophenyl)-glycine). Isolated yield 79.0%. Reaction SMILES: Cl.[CH2:2]([NH:4][CH2:5][C:6]([OH:8])=[O:7])[CH3:3].O.F[C:11]1[CH:18]=[CH:17][C:14]([CH:15]=[O:16])=[CH:13][C:12]=1[N+:19]([O-:21])=[O:20].C(=O)([O-])O.[Na+]>C(O)C>[CH2:2]([N:4]([C:11]1[CH:18]=[CH:17][C:14]([CH:15]=[O:16])=[CH:13][C:12]=1[N+:19]([O-:21])=[O:20])[CH2:5][C:6]([OH:8])=[O:7])[CH3:3] |f:0.1,4.5|. Procedure: (a-1) To a stirred solution of 1.4 parts of ethyl glycine hydrochloride in 10 parts of water was added a solution of 1.7 parts of 4-fluoro-3-nitrobenzaldehyde in 8 parts of ethanol. Then there were added 1.76 parts of sodium hydrogen carbonate and stirring at room temperature was continued for 48 hours. The precipitated product was filtered off, washed successively with water, ethanol and 2,2'-oxybispropane, and dried, yielding 2 parts (79%) of ethyl N-(4-formyl-2-nitrophenyl)-glycine; mp. 90° C...